From a dataset of the Open Reaction Database (ORD), a public repository of structured organic reaction records. describe an organic reaction: reactants, conditions, products, and yield Starting materials: COCOC=1C(=NC=CC1)CC1=CC=C(C=C1)NC(=O)C=1CCOC2=C(C1)C=C(C=C2)C2=CC=C(C=C2)C (N-[4-(3-methoxymethoxypyridin-2-ylmethyl)phenyl]-7-(4-methylphenyl)-2,3-dihydro-1-benzoxepine-4-carboxamide), Cl (hydrochloric acid), solution, C([O-])(O)=O.[Na+] (sodium bicarbonate). The solvent is C(C)O (ethanol). Run at time 4 day. Product: OC=1C(=NC=CC1)CC1=CC=C(C=C1)NC(=O)C=1CCOC2=C(C1)C=C(C=C2)C2=CC=C(C=C2)C (N-[4-(3-hydroxypyridin-2-ylmethyl)phenyl]-7-(4-methylphenyl)-2,3-dihydro-1-benzoxepine-4-carboxamide). The yield is 75.9%. RXN SMILES: COC[O:4][C:5]1[C:6]([CH2:11][C:12]2[CH:17]=[CH:16][C:15]([NH:18][C:19]([C:21]3[CH2:22][CH2:23][O:24][C:25]4[CH:31]=[CH:30][C:29]([C:32]5[CH:37]=[CH:36][C:35]([CH3:38])=[CH:34][CH:33]=5)=[CH:28][C:26]=4[CH:27]=3)=[O:20])=[CH:14][CH:13]=2)=[N:7][CH:8]=[CH:9][CH:10]=1.Cl.C(=O)(O)[O-].[Na+]>C(O)C>[OH:4][C:5]1[C:6]([CH2:11][C:12]2[CH:13]=[CH:14][C:15]([NH:18][C:19]([C:21]3[CH2:22][CH2:23][O:24][C:25]4[CH:31]=[CH:30][C:29]([C:32]5[CH:33]=[CH:34][C:35]([CH3:38])=[CH:36][CH:37]=5)=[CH:28][C:26]=4[CH:27]=3)=[O:20])=[CH:16][CH:17]=2)=[N:7][CH:8]=[CH:9][CH:10]=1 |f:2.3|. Procedure details: To a solution of N-[4-(3-methoxymethoxypyridin-2-ylmethyl)phenyl]-7-(4-methylphenyl)-2,3-dihydro-1-benzoxepine-4-carboxamide (1.00 g) in ethanol (20 ml) was added concentrated hydrochloric acid (5.0 ml), and the mixture was stirred at room temperature for 4 days. To the mixture was added saturated sodium bicarbonate solution at 0° C. to make the solution pH 6-7, and precipitated crystal was collected by filtration to give N-[4-(3-hydroxypyridin-2-ylmethyl)phenyl]-7-(4-methylphenyl)-2,3-dihydro-1... Starting materials: ClC=1C=NC=C(C1SC1=C(C=C(S1)C(=O)Cl)[N+](=O)[O-])Cl (5-[(3,5-dichloro-4-pyridyl)sulfanyl]-4-nitro-thiophene-2-carbonyl chloride), O1CCN(CC1)C1=CC=C(N)C=C1 (4-morpholinoaniline). Yields the product ClC=1C=NC=C(C1SC1=C(C=C(S1)C(=O)NC1=CC=C(C=C1)N1CCOCC1)[N+](=O)[O-])Cl (5-((3,5-dichloropyridin-4-yl)thio)-N-(4-morpholinophenyl)-4-nitrothiophene-2-carboxamide), solid. The yield is 44.0%. RXN SMILES: [Cl:1][C:2]1[CH:3]=[N:4][CH:5]=[C:6]([Cl:20])[C:7]=1[S:8][C:9]1[S:13][C:12]([C:14](Cl)=[O:15])=[CH:11][C:10]=1[N+:17]([O-:19])=[O:18].[O:21]1[CH2:26][CH2:25][N:24]([C:27]2[CH:33]=[CH:32][C:30]([NH2:31])=[CH:29][CH:28]=2)[CH2:23][CH2:22]1>>[Cl:1][C:2]1[CH:3]=[N:4][CH:5]=[C:6]([Cl:20])[C:7]=1[S:8][C:9]1[S:13][C:12]([C:14]([NH:31][C:30]2[CH:29]=[CH:28][C:27]([N:24]3[CH2:25][CH2:26][O:21][CH2:22][CH2:23]3)=[CH:33][CH:32]=2)=[O:15])=[CH:11][C:10]=1[N+:17]([O-:19])=[O:18]. Procedure details: Prepared according to the procedure described for example 50 from 5-[(3,5-dichloro-4-pyridyl)sulfanyl]-4-nitro-thiophene-2-carbonyl chloride (120 mg, 0.33 mmol) and 4-morpholinoaniline (69 mg, 0.39 mmol). The title compound was obtained as a solid (70 mg, 44% yield). 1H NMR (400 MHz, d6-DMSO) δ: 10.41 (1H, m), 9.00 (2H, s), 8.67 (1H, s), 7.51 (2H, m), 6.94 (2H, m), 3.72 (4H, m), 3.06 (4H, m). MS m/z: 509.15, 511.13 [M+H]+. Reaction SMILES: [CH3:1][C:2]([NH:5][C:6]([C@H:8]1[CH2:13][CH2:12][C@H:11]2[C@H:14]3[C@H:24]([CH2:25][CH2:26][C@:9]12[CH3:10])[C@:22]1([CH3:23])[C:17](=[CH:18][C:19](=[O:27])[CH2:20][CH2:21]1)[CH2:16][CH2:15]3)=[O:7])([CH3:4])[CH3:3].[OH:28]O.[OH-].[Na+]>CO.ClCCl.O>[CH3:4][C:2]([NH:5][C:6]([C@H:8]1[CH2:13][CH2:12][C@H:11]2[C@H:14]3[C@H:24]([CH2:25][CH2:26][C@:9]12[CH3:10])[C@:22]1([CH3:23])[C:17]2([O:28][CH:18]2[C:19](=[O:27])[CH2:20][CH2:21]1)[CH2:16][CH2:15]3)=[O:7])([CH3:1])[CH3:3] |f:2.3|. Yield: 66.2%. Run at time 1 hour. The product is CC(C)(C)NC(=O)[C@@H]1[C@]2(C)[C@@H](CC1)[C@@H]1CCC34C(C(CC[C@]3(C)[C@H]1CC2)=O)O4 (N-(1,1-Dimethylethyl)-4,5-epoxy3-oxoandrostane-17β-carboxamide). Reactants: CC(C)(C)NC(=O)[C@@H]1[C@]2(C)[C@@H](CC1)[C@@H]1CCC3=CC(CC[C@]3(C)[C@H]1CC2)=O (N-(1,1-dimethylethyl)-3-oxoandrost-4-ene-17β-carboxamide), [OH-].[Na+] (sodium hydroxide), OO (hydrogen peroxide), [OH-].[Na+] (sodium hydroxide). Solvent: CO (methanol), ClCCl (dichloromethane), O (water). Procedure: A solution of N-(1,1-dimethylethyl)-3-oxoandrost-4-ene-17β-carboxamide (4.77 g, 12.8 mmole) in methanol (55 mL) and dichloromethane (11 mL) was cooled to 12° C. and treated in one portion with 30% aqueous hydrogen peroxide (3.3 mL) followed by dropwise addition of an aqueous sodium hydroxide solution prepared by dissolving sodium hydroxide (0.38 g) in water (2.2 mL). After one hour, the cooling bath was removed and the reaction was stirred for an additional 3 hours. Most of the solvent was then ... Starting materials: COC(C1=CN=C(C=C1)C(=O)N1CCN(CC1)C1=NC=CC=C1NC(C)C)=O (6-[1-[3-(isopropylamino)-2-pyridyl]piperazin-4-yl-carbonyl]nicotinic acid methyl ester), NCCOCCO (2-(2-aminoethoxy)ethanol). The product is OCCOCCNC(=O)C=1C=CC(=NC1)C(=O)N1CCN(CC1)C1=NC=CC=C1NC(C)C (5-[N-[2-(2-hydroxyethoxy)ethyl]carbamoyl]-2-[1-[3-(isopropylamino)-2-pyridyl]piperazin-4-yl-carbonyl]pyridine). Isolated yield 79.0%. RXN SMILES: CO[C:3](=[O:28])[C:4]1[CH:9]=[CH:8][C:7]([C:10]([N:12]2[CH2:17][CH2:16][N:15]([C:18]3[C:23]([NH:24][CH:25]([CH3:27])[CH3:26])=[CH:22][CH:21]=[CH:20][N:19]=3)[CH2:14][CH2:13]2)=[O:11])=[N:6][CH:5]=1.[NH2:29][CH2:30][CH2:31][O:32][CH2:33][CH2:34][OH:35]>>[OH:35][CH2:34][CH2:33][O:32][CH2:31][CH2:30][NH:29][C:3]([C:4]1[CH:9]=[CH:8][C:7]([C:10]([N:12]2[CH2:13][CH2:14][N:15]([C:18]3[C:23]([NH:24][CH:25]([CH3:27])[CH3:26])=[CH:22][CH:21]=[CH:20][N:19]=3)[CH2:16][CH2:17]2)=[O:11])=[N:6][CH:5]=1)=[O:28]. Procedure: By the same procedure as described in the example 25, the synthesis was carried out starting with 6-[1-[3-(isopropylamino)-2-pyridyl]piperazin-4-yl-carbonyl]nicotinic acid methyl ester and using 2-(2-aminoethoxy)ethanol. And then, the product was recrystallized with acetone and hexane to give a desired compound. Starting materials: CN(CC(=O)O)C (N,N-dimethylglycine), N[C@H](COC1=C2C(=NC=NC2=CC=C1)NC1=CC(=C(C=C1)OCC1=NC=CC=C1)Cl)C (5-{[(2S)-2-aminopropyl]oxy}-N-[3-chloro-4-(pyridin-2-ylmethoxy)phenyl]quinazolin-4-amine). Yields the product ClC=1C=C(C=CC1OCC1=NC=CC=C1)NC1=NC=NC2=CC=CC(=C12)OC[C@H](C)NC(CN(C)C)=O (N1-{(1S)-2-[(4-{[3-Chloro-4-(pyridin-2-ylmethoxy)phenyl]amino}quinazolin-5-yl)oxy]-1-methylethyl}-N2,N2-dimethylglycinamide). Isolated yield 42.0%. As a reaction SMILES: [CH3:1][N:2]([CH3:7])[CH2:3][C:4](O)=[O:5].[NH2:8][C@@H:9]([CH3:38])[CH2:10][O:11][C:12]1[CH:21]=[CH:20][CH:19]=[C:18]2[C:13]=1[C:14]([NH:22][C:23]1[CH:28]=[CH:27][C:26]([O:29][CH2:30][C:31]3[CH:36]=[CH:35][CH:34]=[CH:33][N:32]=3)=[C:25]([Cl:37])[CH:24]=1)=[N:15][CH:16]=[N:17]2>>[Cl:37][C:25]1[CH:24]=[C:23]([NH:22][C:14]2[C:13]3[C:18](=[CH:19][CH:20]=[CH:21][C:12]=3[O:11][CH2:10][C@@H:9]([NH:8][C:4](=[O:5])[CH2:3][N:2]([CH3:7])[CH3:1])[CH3:38])[N:17]=[CH:16][N:15]=2)[CH:28]=[CH:27][C:26]=1[O:29][CH2:30][C:31]1[CH:36]=[CH:35][CH:34]=[CH:33][N:32]=1. Procedure: The procedure described in Example 1 was repeated using N,N-dimethylglycine and 5-{[(2S)-2-aminopropyl]oxy}-N-[3-chloro-4-(pyridin-2-ylmethoxy)phenyl]quinazolin-4-amine to give the title compound in 42% yield; NMR spectrum (DMSO-d6) 1.21 (d, 3H), 2.05 (s, 6H), 2.60-2.80 (m, 2H), 4.20-4.40 (m, 2H), 4.40-4.60 (m, 1H), 5.30 (s, 2H), 7.15 (m, 1H), 7.22 (m, 1H), 7.35 (m, 2H), 7.54 (m, 2H), 7.70 (t, 1H), 7.90 (t, 1H), 7.98 (m, 2H), 8.48 (s, 1H), 8.59 (d, 1H), 9.76 (s, 1H); Mass spectrum MH+ 521.4. Reactants: O=C([O-])O, [BH3-]C#N, Cl, Cl, [Na+], [Na+], NC1C(O)OC(CO)C(O)C1O. Yields the product NC(C=O)C(O)C(O)C(O)CO. As a reaction SMILES: [C:14](=[O:15])([OH:16])[O-:17].[C:20]([BH3-:21])#[N:22].[ClH:19].[ClH:1].[Na+:18].[Na+:23].[OH:2][CH:3]1[CH:4]([NH2:5])[CH:6]([OH:7])[CH:8]([OH:9])[CH:10]([CH2:12][OH:13])[O:11]1>>[O:2]=[CH:3][CH:4]([NH2:5])[CH:6]([OH:7])[CH:8]([OH:9])[CH:10]([OH:11])[CH2:12][OH:13]. Reactants: CCCCCCCCCCCCCCCCCC(=O)NCCCN(C)C, ClC(Cl)Cl, CC(C)=CCCC(C)=CCOC(=O)CCl, O=C([O-])CCl. The product is CCCCCCCCCCCCCCCCCC(=O)NCCC[N+](C)(C)CC(=O)OCC=C(C)CCC=C(C)C, [Cl-]. RXN SMILES: [C:1]([CH2:2][CH2:3][CH2:4][CH2:5][CH2:6][CH2:7][CH2:8][CH2:9][CH2:10][CH2:11][CH2:12][CH2:13][CH2:14][CH2:15][CH2:16][CH2:17][CH3:18])(=[O:19])[NH:20][CH2:21][CH2:22][CH2:23][N:24]([CH3:25])[CH3:26].[CH:47]([Cl:48])([Cl:49])[Cl:50].[Cl:27][CH2:28][C:29](=[O:30])[O:31][CH2:32][CH:33]=[C:34]([CH3:35])[CH2:36][CH2:37][CH:38]=[C:39]([CH3:40])[CH3:41].[O-:42][C:43]([CH2:44][Cl:45])=[O:46]>>[C:1]([CH2:2][CH2:3][CH2:4][CH2:5][CH2:6][CH2:7][CH2:8][CH2:9][CH2:10][CH2:11][CH2:12][CH2:13][CH2:14][CH2:15][CH2:16][CH2:17][CH3:18])(=[O:19])[NH:20][CH2:21][CH2:22][CH2:23][N+:24]([CH3:25])([CH3:26])[CH2:28][C:29](=[O:30])[O:31][CH2:32][CH:33]=[C:34]([CH3:35])[CH2:36][CH2:37][CH:38]=[C:39]([CH3:40])[CH3:41].[Cl-:27].